describe an organic reaction: reactants, conditions, products, and yield From a dataset of the Open Reaction Database (ORD), a public repository of structured organic reaction records. Starting materials: Brc1cccs1, C1CCOC1, CN1CCCC(OC(=O)C(=O)c2cccs2)C1, [Cl-], I, [Mg], [NH4+], O. Yields the product CN1CCCC(OC(=O)C(O)(c2cccs2)c2cccs2)C1. Reaction SMILES: [Br:1][c:2]1[s:3][cH:4][cH:5][cH:6]1.[CH2:28]1[O:29][CH2:30][CH2:31][CH2:32]1.[CH3:9][N:10]1[CH2:11][CH:12]([O:16][C:17]([C:18]([c:19]2[s:20][cH:21][cH:22][cH:23]2)=[O:24])=[O:25])[CH2:13][CH2:14][CH2:15]1.[Cl-:26].[I:8].[Mg:7].[NH4+:27].[OH2:33]>>[c:2]1([C:18]([C:17]([O:16][CH:12]2[CH2:11][N:10]([CH3:9])[CH2:15][CH2:14][CH2:13]2)=[O:25])([c:19]2[s:20][cH:21][cH:22][cH:23]2)[OH:24])[s:3][cH:4][cH:5][cH:6]1.